Dataset: the Open Reaction Database (ORD), a public repository of structured organic reaction records. Task: describe an organic reaction: reactants, conditions, products, and yield Reactants: C(C)C1OC(C2=CC=CC=3C2=C1C=CC3)=O (3-ethylbenzo[de]isochromen-1 (3H)-one), [H-].C(C(C)C)[Al+]CC(C)C (diisobutylaluminum hydride), solution, C(CC(O)(C(=O)O)CC(=O)O)(=O)O (citric acid). Run in ClCCl (dichloromethane). Reaction conditions: time 15 minute. Product: C(C)C1OC(C2=CC=CC=3C2=C1C=CC3)O (3-ethyl-1,3-dihydrobenzo[de]isochromen-1-ol). Isolated yield 39.6%. RXN SMILES: [CH2:1]([CH:3]1[C:12]2[CH:13]=[CH:14][CH:15]=[C:10]3[C:11]=2[C:6](=[CH:7][CH:8]=[CH:9]3)[C:5](=[O:16])[O:4]1)[CH3:2].[H-].C([Al+]CC(C)C)C(C)C.C(O)(=O)CC(CC(O)=O)(C(O)=O)O>ClCCl>[CH2:1]([CH:3]1[C:12]2[CH:13]=[CH:14][CH:15]=[C:10]3[C:11]=2[C:6](=[CH:7][CH:8]=[CH:9]3)[CH:5]([OH:16])[O:4]1)[CH3:2] |f:1.2|. Reported procedure: To a solution of 3-ethylbenzo[de]isochromen-1 (3H)-one (0.55 g) in dichloromethane (7 mL) at −78° C. was added diisobutylaluminum hydride (2.19 mL, 20% solution in toluene). After 3 hours 10% solution aqeuous solution of citric acid (10 mL) was added and the mixture was stirred for 15 minutes at room temperature. Phases were separated and the aqueous phase was extracted with ethyl acetate (2×10 mL). The combined organic phases were washed with brine, dried with Na2SO4 and concentrated. The purif... Run at time 19 hour. As a reaction SMILES: [F:1][C:2]1[CH:7]=[CH:6][C:5]([C:8]2[CH:9]=[CH:10][C:11]3[O:17][CH2:16][CH2:15][C:14]([C:18]([O:20]C)=[O:19])=[CH:13][C:12]=3[CH:22]=2)=[CH:4][CH:3]=1.C1COCC1.[OH-].[Na+]>C(O)C>[F:1][C:2]1[CH:3]=[CH:4][C:5]([C:8]2[CH:9]=[CH:10][C:11]3[O:17][CH2:16][CH2:15][C:14]([C:18]([OH:20])=[O:19])=[CH:13][C:12]=3[CH:22]=2)=[CH:6][CH:7]=1 |f:2.3|. Procedure details: To methyl 7-(4-fluorophenyl)-2,3-dihydro-1-benzoxepine-4-carboxylate (0.27 g) were added THF (5.0 ml), ethanol (10.0 ml) and 2N sodium hydroxide solution (1.0 ml), and the mixture was stirred at room temperature for 19 hours. Under reduced pressure, the solvent was removed, and the residue was diluted with water (100 ml). The aqueous layer was made acidic with hydrochloric acid, and the mixture was extracted with ethyl acetate (100 ml). The organic layer was dried with anhydrous magnesium sulfat... Run in C(C)O (ethanol). The reactants are FC1=CC=C(C=C1)C=1C=CC2=C(C=C(CCO2)C(=O)OC)C1 (methyl 7-(4-fluorophenyl)-2,3-dihydro-1-benzoxepine-4-carboxylate), C1CCOC1 (THF), [OH-].[Na+] (sodium hydroxide). Isolated yield 85.5%. The product is FC1=CC=C(C=C1)C=1C=CC2=C(C=C(CCO2)C(=O)O)C1 (7-(4-fluorophenyl)-2,3-dihydro-1-benzoxepine-4-carboxylic acid). Yields the product C(C)(=O)[O-].[Mn+2].C(C)(=O)[O-] (manganese acetate). Procedure: A mixed solution of 1 mole of manganese acetate, ethanol, and water was prepared. This mixed solution and Ketjen Black (KB) were introduced into a rotary reactor, the inner tube was rotated at a centrifugal force of 66,000 N (kgms−2) for 5 minutes to form a thin film of the reactant on the inner wall of the outer tube, and sheer stress and centrifugal force were applied to the reactant to allow promotion of chemical reaction, yielding KB supporting highly dispersed manganese oxide precursor. The solvent is O (water). Run at time 5 minute. The reactants are C(C)O (ethanol), [O-2].[Mn+2] (manganese oxide). RXN SMILES: [CH2:1]([OH:3])[CH3:2].[O-2:4].[Mn+2:5]>O>[C:1]([O-:4])(=[O:3])[CH3:2].[Mn+2:5].[C:1]([O-:4])(=[O:3])[CH3:2] |f:1.2,4.5.6|. The reactants are [Br-], CC=CC(O)C(OCc1ccccc1)C(=O)N1C(=[Se])OCC1C(C)C, [K+]. Yields the product CCCC(O)C(OCc1ccccc1)C(=O)N1C(=[Se])OCC1C(C)C. RXN SMILES: [Br-:26].[CH3:1][CH:2]([CH3:3])[CH:4]1[N:5]([C:10]([CH:11]([CH:12]([CH:13]=[CH:14][CH3:15])[OH:16])[O:17][CH2:18][c:19]2[cH:20][cH:21][cH:22][cH:23][cH:24]2)=[O:25])[C:6](=[Se:9])[O:7][CH2:8]1.[K+:27]>>[CH3:1][CH:2]([CH3:3])[CH:4]1[N:5]([C:10]([CH:11]([CH:12]([CH2:13][CH2:14][CH3:15])[OH:16])[O:17][CH2:18][c:19]2[cH:20][cH:21][cH:22][cH:23][cH:24]2)=[O:25])[C:6](=[Se:9])[O:7][CH2:8]1.